Dataset: the Open Reaction Database (ORD), a public repository of structured organic reaction records. Task: describe an organic reaction: reactants, conditions, products, and yield Starting materials: ClC1=NC2=CC=C(C=C2C(=C1)CC)[N+](=O)[O-] (2-chloro-4-ethyl-6-nitroquinoline), CNC (dimethyl-amine), CO (methanol). The product is C(C)C1=CC(=NC2=CC=C(C=C12)[N+](=O)[O-])N(C)C (4-ethyl-N2 ,N2-dimethyl-6-nitroquinolin-2-amine). RXN SMILES: Cl[C:2]1[CH:11]=[C:10]([CH2:12][CH3:13])[C:9]2[C:4](=[CH:5][CH:6]=[C:7]([N+:14]([O-:16])=[O:15])[CH:8]=2)[N:3]=1.[CH3:17][NH:18][CH3:19].CO>>[CH2:12]([C:10]1[C:9]2[C:4](=[CH:5][CH:6]=[C:7]([N+:14]([O-:16])=[O:15])[CH:8]=2)[N:3]=[C:2]([N:18]([CH3:19])[CH3:17])[CH:11]=1)[CH3:13]. Procedure: The product was obtained from the product of Step B and a solution of 2N dimethyl-amine in methanol (5 mL, 25 mmol) according to the procedure of Example 1, Step C. Reactants: CC(C)(C)OC(=O)N1CCC(S(C)(=O)=O)CC1, [Cl-], [Na+], CN(C)C=O, Sc1nccs1. Product: CC(C)(C)OC(=O)N1CCC(Sc2nccs2)CC1. As a reaction SMILES: [C:9]([CH3:10])([CH3:11])([CH3:12])[O:13][C:14](=[O:15])[N:16]1[CH2:17][CH2:18][CH:19]([S:22]([CH3:23])(=[O:24])=[O:25])[CH2:20][CH2:21]1.[Cl-:2].[Na+:1].[O:26]=[CH:27][N:28]([CH3:29])[CH3:30].[s:3]1[c:4]([SH:8])[n:5][cH:6][cH:7]1>>[s:3]1[c:4]([S:8][CH:19]2[CH2:18][CH2:17][N:16]([C:14]([O:13][C:9]([CH3:10])([CH3:11])[CH3:12])=[O:15])[CH2:21][CH2:20]2)[n:5][cH:6][cH:7]1. Starting materials: [BH3-]C#N, C1CCOC1, CC(=O)O, [Cl-], COC(=O)c1ccc(C2CC[NH2+]CC2)cc1, [Na+], O. Product: COC(=O)c1ccc(C2CCN(C)CC2)cc1. Reaction SMILES: [C:23]([BH3-:24])#[N:25].[CH2:27]1[O:28][CH2:29][CH2:30][CH2:31]1.[CH3:2][C:3](=[O:4])[OH:5].[Cl-:6].[NH2+:7]1[CH2:8][CH2:9][CH:10]([c:13]2[cH:14][cH:15][c:16]([C:17](=[O:18])[O:19][CH3:20])[cH:21][cH:22]2)[CH2:11][CH2:12]1.[Na+:26].[OH2:1]>>[CH3:2][N:7]1[CH2:8][CH2:9][CH:10]([c:13]2[cH:14][cH:15][c:16]([C:17](=[O:18])[O:19][CH3:20])[cH:21][cH:22]2)[CH2:11][CH2:12]1. The reactants are C(C1=CC=CC=C1)ON1C(N(C2=C(C1=O)C=C(C(=N2)N2CCN(CC2)C)F)CC)=O (3-benzyloxy-1-ethyl-6-fluoro-7-(4-methylpiperazin-1-yl)-1H-pyrido[2,3-d]pyrimidine-2,4-dione). Reagents/catalysts: [Pd] (Pd/C). Solvent: CO (MeOH). Yields the product C(C)N1C(N(C(C2=C1N=C(C(=C2)F)N2CCN(CC2)C)=O)O)=O (1-Ethyl-6-fluoro-3-hydroxy-7-(4-methylpiperazin-1-yl)-1H-pyrido[2,3-d]pyrimidine-2,4-dione). Yield: 72.2%. RXN SMILES: C([O:8][N:9]1[C:14](=[O:15])[C:13]2[CH:16]=[C:17]([F:27])[C:18]([N:20]3[CH2:25][CH2:24][N:23]([CH3:26])[CH2:22][CH2:21]3)=[N:19][C:12]=2[N:11]([CH2:28][CH3:29])[C:10]1=[O:30])C1C=CC=CC=1>CO.[Pd]>[CH2:28]([N:11]1[C:12]2[N:19]=[C:18]([N:20]3[CH2:25][CH2:24][N:23]([CH3:26])[CH2:22][CH2:21]3)[C:17]([F:27])=[CH:16][C:13]=2[C:14](=[O:15])[N:9]([OH:8])[C:10]1=[O:30])[CH3:29]. Procedure details: Following the procedure of Example 32, hydrogenation of 3-benzyloxy-1-ethyl-6-fluoro-7-(4-methylpiperazin-1-yl)-1H-pyrido[2,3-d]pyrimidine-2,4-dione (Example Y-2, 187 mg, 0.450 mmol) and 10% Pd/C (35 mg) in MeOH (5 mL) afforded 105 mg of the title compound as a solid, mp 219-220° C. (decomp.). The reactants are C(C(C)C)[C@@H]1NC(O[C@H]1CCC(CCC(C)C)=O)=O (4(S)-Isobutyl-5(S)-(6-methyl-3-oxoheptyl)-2-oxazolidinone), C(CO)O (ethylene glycol), C1(=CC=C(C=C1)S(=O)(=O)O)C (p-toluenesulfonic acid). Run in C1(=CC=CC=C1)C (toluene). Yields the product C1COC2(O[C@H]([C@@H](N2)CC(C)C)CCC(CCC(C)C)=O)O1 (4(S)-Isobutyl-5(S)-(6-methyl-3-oxoheptyl)-2-oxazolidinone ethylene ketal). The yield is 79.0%. Reaction SMILES: [CH2:1]([C@H:5]1[C@H:9]([CH2:10][CH2:11][C:12](=[O:18])[CH2:13][CH2:14][CH:15]([CH3:17])[CH3:16])[O:8][C:7](=[O:19])[NH:6]1)[CH:2]([CH3:4])[CH3:3].[CH2:20](O)[CH2:21][OH:22].C1(C)C=CC(S(O)(=O)=O)=CC=1>C1(C)C=CC=CC=1>[CH2:21]1[O:22][C:7]2([NH:6][C@@H:5]([CH2:1][CH:2]([CH3:4])[CH3:3])[C@H:9]([CH2:10][CH2:11][C:12](=[O:18])[CH2:13][CH2:14][CH:15]([CH3:17])[CH3:16])[O:8]2)[O:19][CH2:20]1. Procedure: A mixture of the product from Example 27 (2.5 g, 9.3 mmol), ethylene glycol (7.5 mL) and p-toluenesulfonic acid (60 mg) in toluene (100 mL) was heated at reflux with a Dean-Stark trap for 8 hours. The cooled mixture was washed with aqueous NaHCO3 and dried over MgSO4. Evaporation of the solvent gave a residue which was flash chromatographed on silica gel eluting with 65/35 hexane-ethyl acetate to give 2.3 g (79%) of product. NMR (300 MHz, CDCl3, ppm): 0.85-0.95 (4d, 12H), 3.5 (m, 1H), 3.95 (s, 4... Starting materials: [BH4-], [Na+], CCCCN1C2=NCCN2C(O)(c2ccccc2)c2ccccc21, O=C(O)C(F)(F)F. Product: CCCCN1C2=NCCN2C(c2ccccc2)c2ccccc21. Reaction SMILES: [BH4-:25].[Na+:26].[OH:1][C:2]1([c:19]2[cH:20][cH:21][cH:22][cH:23][cH:24]2)[N:3]2[C:4](=[N:16][CH2:17][CH2:18]2)[N:5]([CH2:12][CH2:13][CH2:14][CH3:15])[c:6]2[cH:7][cH:8][cH:9][cH:10][c:11]21.[OH:27][C:28]([C:29]([F:30])([F:31])[F:32])=[O:33]>>[CH:2]1([c:19]2[cH:20][cH:21][cH:22][cH:23][cH:24]2)[N:3]2[C:4](=[N:16][CH2:17][CH2:18]2)[N:5]([CH2:12][CH2:13][CH2:14][CH3:15])[c:6]2[cH:7][cH:8][cH:9][cH:10][c:11]21. The reactants are OB(O)c1ccc(F)cc1 (effective_coupling_partner), COc5nc(OC)nc(Oc1ccc2c(c1)CCC3C2CC[C@]4(C)C(=O)CCC34)n5 (substrate). Reagents/catalysts: dppf. Run at temperature 110 celsius, time 24 hour. Product: C[C@]45CCC3c2ccc(c1ccc(F)cc1)cc2CCC3C4CCC5=O. Reactants: COc1cc(F)c(C(C)C)cc1-c1ccc(C(F)(F)F)cc1CN(C(=O)OC(C)(C)C)C(C)C(OC(=O)OC1COC(c2ccccc2)OC1)c1cc(C(F)(F)F)cc(C(F)(F)F)c1, CCOC(C)=O. Product: COc1cc(F)c(C(C)C)cc1-c1ccc(C(F)(F)F)cc1CN(C(=O)OC(C)(C)C)C(C)C(OC(=O)OC(CO)CO)c1cc(C(F)(F)F)cc(C(F)(F)F)c1. RXN SMILES: [C:1]([O:2][CH:3]([CH:4]([CH3:5])[N:6]([CH2:7][c:8]1[c:9](-[c:18]2[c:19]([O:28][CH3:29])[cH:20][c:21]([F:27])[c:22]([CH:24]([CH3:25])[CH3:26])[cH:23]2)[cH:10][cH:11][c:12]([C:14]([F:15])([F:16])[F:17])[cH:13]1)[C:30](=[O:31])[O:32][C:33]([CH3:34])([CH3:35])[CH3:36])[c:37]1[cH:38][c:39]([C:47]([F:48])([F:49])[F:50])[cH:40][c:41]([C:43]([F:44])([F:45])[F:46])[cH:42]1)([O:51][CH:52]1[CH2:53][O:54][CH:55]([c:58]2[cH:59][cH:60][cH:61][cH:62][cH:63]2)[O:56][CH2:57]1)=[O:64].[CH3:65][CH2:66][O:67][C:68]([CH3:69])=[O:70]>>[C:1]([O:2][CH:3]([CH:4]([CH3:5])[N:6]([CH2:7][c:8]1[c:9](-[c:18]2[c:19]([O:28][CH3:29])[cH:20][c:21]([F:27])[c:22]([CH:24]([CH3:25])[CH3:26])[cH:23]2)[cH:10][cH:11][c:12]([C:14]([F:15])([F:16])[F:17])[cH:13]1)[C:30](=[O:31])[O:32][C:33]([CH3:34])([CH3:35])[CH3:36])[c:37]1[cH:38][c:39]([C:47]([F:48])([F:49])[F:50])[cH:40][c:41]([C:43]([F:44])([F:45])[F:46])[cH:42]1)([O:51][CH:52]([CH2:53][OH:54])[CH2:57][OH:56])=[O:64]. Reactants: CS(C(OC)=S)=NC#N (cyanimino-dithiocarbonic acid dimethylester), CS (methyl mercaptan), 5.91, COC1=CC=C(CNCCS)C=C1 (N-(4-methoxybenzyl)-cysteamine). The solvent is C(C)O (ethanol). Yields the product C(#N)N=C1SCCN1CC1=CC=C(C=C1)OC (2-cyanimino-3-(4-methoxybenzyl)-thiazolidine). Yield: 92.0%. RXN SMILES: CS(=[N:7][C:8]#[N:9])C(=S)OC.[CH3:10][O:11][C:12]1[CH:22]=[CH:21][C:15]([CH2:16][NH:17][CH2:18][CH2:19][SH:20])=[CH:14][CH:13]=1.[CH3:23]S>C(O)C>[C:8]([N:7]=[C:23]1[N:17]([CH2:16][C:15]2[CH:21]=[CH:22][C:12]([O:11][CH3:10])=[CH:13][CH:14]=2)[CH2:18][CH2:19][S:20]1)#[N:9]. Procedure details: 3.65 g (23.5 moles) of cyanimino-dithiocarbonic acid dimethylester (purity: 94%) and 5.91 (30 moles) of N-(4-methoxybenzyl)-cysteamine are boiled in 30 ml of ethanol until the evolution of methyl mercaptan terminates. The reaction mixture is evaporated and the crystalline residue is recrystallized from 15 ml of isopropanol. 5.35 g (92%) of 2-cyanimino-3-(4-methoxybenzyl)-thiazolidine are obtained, melting at 99° to 102° C.